This data is from the Open Reaction Database (ORD), a public repository of structured organic reaction records. The task is: describe an organic reaction: reactants, conditions, products, and yield The reactants are FC=1C=C(C=NC1OC)N (5-fluoro-6-methoxypyridin-3-amine), COC1=CC=C(CN(C2=NC(=NC(=N2)C)C=2C=C(C=NC2F)C(C(F)(F)F)O)CC2=CC=C(C=C2)OC)C=C1 (1-(5-(4-(bis(4-methoxybenzyl)amino)-6-methyl-1,3,5-triazin-2-yl)-6-fluoropyridin-3-yl)-2,2,2-trifluoroethanol), C1CCOC1 (THF), [Li+].C[Si](C)(C)[N-][Si](C)(C)C (LiHMDS). Conditions: time 30 minute. Yields the product COC1=CC=C(CN(C2=NC(=NC(=N2)C)C=2C=C(C=NC2NC=2C=NC(=C(C2)F)OC)C(C(F)(F)F)O)CC2=CC=C(C=C2)OC)C=C1 (1-(5-(4-(bis(4-methoxybenzyl)amino)-6-methyl-1,3,5-triazin-2-yl)-6-(5-fluoro-6-methoxypyridin-3-ylamino)pyridin-3-yl)-2,2,2-trifluoroethanol). Yield: 90.5%. RXN SMILES: [F:1][C:2]1[CH:3]=[C:4]([NH2:10])[CH:5]=[N:6][C:7]=1[O:8][CH3:9].[CH3:11][O:12][C:13]1[CH:49]=[CH:48][C:16]([CH2:17][N:18]([CH2:39][C:40]2[CH:45]=[CH:44][C:43]([O:46][CH3:47])=[CH:42][CH:41]=2)[C:19]2[N:24]=[C:23]([CH3:25])[N:22]=[C:21]([C:26]3[CH:27]=[C:28]([CH:33]([OH:38])[C:34]([F:37])([F:36])[F:35])[CH:29]=[N:30][C:31]=3F)[N:20]=2)=[CH:15][CH:14]=1.C1COCC1.[Li+].C[Si]([N-][Si](C)(C)C)(C)C>>[CH3:11][O:12][C:13]1[CH:14]=[CH:15][C:16]([CH2:17][N:18]([CH2:39][C:40]2[CH:41]=[CH:42][C:43]([O:46][CH3:47])=[CH:44][CH:45]=2)[C:19]2[N:24]=[C:23]([CH3:25])[N:22]=[C:21]([C:26]3[CH:27]=[C:28]([CH:33]([OH:38])[C:34]([F:35])([F:36])[F:37])[CH:29]=[N:30][C:31]=3[NH:10][C:4]3[CH:5]=[N:6][C:7]([O:8][CH3:9])=[C:2]([F:1])[CH:3]=3)[N:20]=2)=[CH:48][CH:49]=1 |f:3.4|. Procedure: To a stirred mixture of 5-fluoro-6-methoxypyridin-3-amine (2.427 g, 17.07 mmol) and 1-(5-(4-(bis(4-methoxybenzyl)amino)-6-methyl-1,3,5-triazin-2-yl)-6-fluoropyridin-3-yl)-2,2,2-trifluoroethanol (4.64 g, 8.54 mmol) in THF (50.00 mL, 610 mmol) was added LiHMDS (1.0 M in THF, Aldrich; 42.7 mL, 42.7 mmol) dropwise at −10° C. and the mixture was stirred at the same temperature for 30 min. The reaction was quenched with water and saturated NH4Cl(aq)(25 mL each) and diluted with EtOAc (25 mL). The sepa... Starting materials: COc1cc2c(-c3cc4cccnc4n3S(=O)(=O)c3ccc(C)cc3)c[nH]c2cc1OCc1ccccc1, CI, CN(C)C=O, [H-], [Na+], O. Product: COc1cc2c(-c3cc4cccnc4n3S(=O)(=O)c3ccc(C)cc3)cn(C)c2cc1OCc1ccccc1. As a reaction SMILES: [CH2:1]([c:2]1[cH:3][cH:4][cH:5][cH:6][cH:7]1)[O:8][c:9]1[c:10]([O:37][CH3:38])[cH:11][c:12]2[c:13](-[c:18]3[cH:19][c:20]4[c:21]([n:22][cH:23][cH:24][cH:25]4)[n:26]3[S:27](=[O:28])(=[O:29])[c:30]3[cH:31][cH:32][c:33]([CH3:36])[cH:34][cH:35]3)[cH:14][nH:15][c:16]2[cH:17]1.[CH3:41][I:42].[CH3:44][N:45]([CH3:46])[CH:47]=[O:48].[H-:39].[Na+:40].[OH2:43]>>[CH2:1]([c:2]1[cH:3][cH:4][cH:5][cH:6][cH:7]1)[O:8][c:9]1[c:10]([O:37][CH3:38])[cH:11][c:12]2[c:13](-[c:18]3[cH:19][c:20]4[c:21]([n:22][cH:23][cH:24][cH:25]4)[n:26]3[S:27](=[O:28])(=[O:29])[c:30]3[cH:31][cH:32][c:33]([CH3:36])[cH:34][cH:35]3)[cH:14][n:15]([CH3:41])[c:16]2[cH:17]1.